describe an organic reaction: reactants, conditions, products, and yield From a dataset of the Open Reaction Database (ORD), a public repository of structured organic reaction records. Starting materials: C(=O)O.IC1=C(C=C2C(NC=NC2=C1)=O)SC (7-iodo-6-methylthioquinazolin-4(3H)-one formic acid salt), BrCC(C[C@@H]1N(CCC[C@H]1OC)C(=O)OCC=C)=O (allyl trans-2-(3-bromo-2-oxopropyl)-3-methoxy-1-piperidinecarboxylate). The product is IC1=C(C=C2C(N(C=NC2=C1)CC(C[C@@H]1N(CCC[C@H]1OC)C(=O)OCC=C)=O)=O)SC (Allyl trans-2-[3-(7-Iodo-6-methylthioquinazolin-4(3H)-on-3-yl)-2-oxopropyl]-3-methoxy-1-piperidinecarboxylate). As a reaction SMILES: C(O)=O.[I:4][C:5]1[CH:14]=[C:13]2[C:8]([C:9](=[O:15])[NH:10][CH:11]=[N:12]2)=[CH:7][C:6]=1[S:16][CH3:17].Br[CH2:19][C:20](=[O:36])[CH2:21][C@H:22]1[C@H:27]([O:28][CH3:29])[CH2:26][CH2:25][CH2:24][N:23]1[C:30]([O:32][CH2:33][CH:34]=[CH2:35])=[O:31]>>[I:4][C:5]1[CH:14]=[C:13]2[C:8]([C:9](=[O:15])[N:10]([CH2:19][C:20](=[O:36])[CH2:21][C@H:22]3[C@H:27]([O:28][CH3:29])[CH2:26][CH2:25][CH2:24][N:23]3[C:30]([O:32][CH2:33][CH:34]=[CH2:35])=[O:31])[CH:11]=[N:12]2)=[CH:7][C:6]=1[S:16][CH3:17] |f:0.1|. Procedure: In the manner of Example 4, 1.09 g (0.003 mol) of 7-iodo-6-methylthioquinazolin-4(3H)-one formic acid salt and 1.0 g (0.003 mol) of allyl trans-2-(3-bromo-2-oxopropyl)-3-methoxy-1-piperidinecarboxylate were converted into the title compound: yield 0.53 g (31%); mass spectrum m/e 571 (molecular ion), 539 (-32, --CH3OH), 221 (parent peak). 1H-NMR(CDCl3) 1.4-2.1 ppm (multiplet, 4H, OCHCH2CH2CH2N), 2.6 (singlet, 3H, SCH3), 2.8-3.4 (multiplet, 4H, NCH2, COCH2CH), 3.4 (singlet, 3H, OCH3), 4.0 (broad s... The reactants are C(=O)(OC(C)(C)C)N(C1CCC(CC1)N(C(=O)C1=C(C2=C(S1)C=CC=C2)Cl)CC=2C=C(C=CC2OC)B(O)O)C (3-{[[4-(BOC-methyl-amino)-cyclohexyl]-(3-chlorobenzo[b]thiophene-2-carbonyl)-amino]-methyl}-4-methoxy-benzene boronic acid), BrC=1C=NC=NC1 (5-bromopyrimidine). Product: Cl.Cl.COC1=C(CN(C(=O)C2=C(C3=C(S2)C=CC=C3)Cl)C3CCC(CC3)NC)C=C(C=C1)C=1C=NC=NC1 (3-Chloro-benzo[b]thiophene-2-carboxylic acid (2-methoxy-5-pyrimidin-5-yl-benzyl)-(4-methylamino-cyclohexyl)-amide dihydrochloride). Reaction SMILES: C([N:8]([CH3:40])[CH:9]1[CH2:14][CH2:13][CH:12]([N:15]([CH2:28][C:29]2[CH:30]=[C:31](B(O)O)[CH:32]=[CH:33][C:34]=2[O:35][CH3:36])[C:16]([C:18]2[S:22][C:21]3[CH:23]=[CH:24][CH:25]=[CH:26][C:20]=3[C:19]=2[Cl:27])=[O:17])[CH2:11][CH2:10]1)(OC(C)(C)C)=O.Br[C:42]1[CH:43]=[N:44][CH:45]=[N:46][CH:47]=1>>[ClH:27].[ClH:27].[CH3:36][O:35][C:34]1[CH:33]=[CH:32][C:31]([C:42]2[CH:43]=[N:44][CH:45]=[N:46][CH:47]=2)=[CH:30][C:29]=1[CH2:28][N:15]([CH:12]1[CH2:11][CH2:10][CH:9]([NH:8][CH3:40])[CH2:14][CH2:13]1)[C:16]([C:18]1[S:22][C:21]2[CH:23]=[CH:24][CH:25]=[CH:26][C:20]=2[C:19]=1[Cl:27])=[O:17] |f:2.3.4|. Reported procedure: The title compound is prepared from boronic acid 5 (25 mg, 43 μmol) and 5-bromopyrimidine (5.6 mg, 36 μmol) in accordance with Method L2. Reactants: Cl.ClC1=C(C=C(C=C1)NO)C(F)(F)F (N-(4-chloro-3-(trifluoromethyl)phenyl)hydroxylamine hydrochloride), NC1=C2C=CNC2=CC=C1 (4-aminoindol), C(=O)(OC(C)(C)C)OC(=O)OC(C)(C)C (di-tert-butyl dicarbonate), FC1=CC=C(C=C1)[N+](=O)[O-] (4-fluoronitrobenzene). Yields the product Cl.NC1=C2C=CN(C2=CC=C1)C1=CC=C(C=C1)NC(=O)N(O)C1=CC(=C(C=C1)Cl)C(F)(F)F (1-[4-(4-Aminoindol-1-yl)phenyl]-3-(4-chloro-3-(trifluoromethyl)phenyl)-3-hydroxyurea hydrochloride). Reaction SMILES: Cl.[Cl:2][C:3]1[CH:8]=[CH:7][C:6]([NH:9][OH:10])=[CH:5][C:4]=1[C:11]([F:14])([F:13])[F:12].[NH2:15][C:16]1[CH:24]=[CH:23][CH:22]=[C:21]2[C:17]=1[CH:18]=[CH:19][NH:20]2.[C:25](OC(OC(C)(C)C)=O)(OC(C)(C)C)=[O:26].F[C:41]1[CH:46]=[CH:45][C:44]([N+:47]([O-])=O)=[CH:43][CH:42]=1>>[ClH:2].[NH2:15][C:16]1[CH:24]=[CH:23][CH:22]=[C:21]2[C:17]=1[CH:18]=[CH:19][N:20]2[C:41]1[CH:46]=[CH:45][C:44]([NH:47][C:25]([N:9]([C:6]2[CH:7]=[CH:8][C:3]([Cl:2])=[C:4]([C:11]([F:12])([F:13])[F:14])[CH:5]=2)[OH:10])=[O:26])=[CH:43][CH:42]=1 |f:0.1,5.6|. Procedure details: The titled compound can be synthesized from N-(4-chloro-3-(trifluoromethyl)phenyl)hydroxylamine hydrochloride, 4-aminoindol, di-tert-butyl dicarbonate and 4-fluoronitrobenzene by using the same techniques as in Example 70. The yield is 96.3%. Procedure details: To a mixture of 1-methyl-3-(2-chloro-6-fluorophenyl)-5-(3,4-dichloro-5-(2-trimethylsilyl-ethynyl)-thien-2-yl) [1,2,4]triazole (5.0g, 10.9 mmol) in methanol (20 mL) was added potassium carbonate (1.66 g, 12 mmol) at 0° C., and the resulting off-white suspension was stirred at 0° C. for 3.5 hours. TLC analysis (10% EtOAc/Pentane) indicates complete conversion to product. The reaction was acidified with 2 N hydrochloric acid and extracted with ether (2×100 mL). The organics were combined, washed wi... The product is CN1N=C(N=C1C=1SC(=C(C1Cl)Cl)C#C)C1=C(C=CC=C1F)Cl (1-Methyl-3-(2-chloro-6-fluorophenyl)-5-(3,4-dichloro-5-ethynvl-thien-2-yl)[1,2,4]triazole). As a reaction SMILES: [CH3:1][N:2]1[C:6]([C:7]2[S:8][C:9]([C:14]#[C:15][Si](C)(C)C)=[C:10]([Cl:13])[C:11]=2[Cl:12])=[N:5][C:4]([C:20]2[C:25]([F:26])=[CH:24][CH:23]=[CH:22][C:21]=2[Cl:27])=[N:3]1.C(=O)([O-])[O-].[K+].[K+].CCOC(C)=O.CCCCC.Cl>CO.CCCCC>[CH3:1][N:2]1[C:6]([C:7]2[S:8][C:9]([C:14]#[CH:15])=[C:10]([Cl:13])[C:11]=2[Cl:12])=[N:5][C:4]([C:20]2[C:25]([F:26])=[CH:24][CH:23]=[CH:22][C:21]=2[Cl:27])=[N:3]1 |f:1.2.3,4.5|. The solvent is CCCCC (pentane), CO (methanol). The reactants are Cl (hydrochloric acid), CN1N=C(N=C1C=1SC(=C(C1Cl)Cl)C#C[Si](C)(C)C)C1=C(C=CC=C1F)Cl (1-methyl-3-(2-chloro-6-fluorophenyl)-5-(3,4-dichloro-5-(2-trimethylsilyl-ethynyl)-thien-2-yl) [1,2,4]triazole), CCOC(=O)C.CCCCC (EtOAc Pentane), C([O-])([O-])=O.[K+].[K+] (potassium carbonate). Reaction conditions: temperature 0 celsius, time 3.5 hour. Reactants: CS(=O)(=O)O (methanesulfonic acid), NN=CNC1=CC=C(C(=O)OC2=C(C3=CC=C(C=C3C=C2)C(N)=N)CC(=O)OC)C=C1 (6-amidino-1-methoxycarbonylmethyl-2-naphthyl 4-aminoiminomethylaminobenzoate), dimethanesulfonate. Conditions: temperature 60 celsius, time 3 hour. Product: NN=CNC1=CC=C(C(=O)OC2=C(C3=CC=C(C=C3C=C2)C(N)=N)CC(=O)O)C=C1 (6-amidino-1-carboxymethyl-2-naphthyl 4-aminoiminomethylaminobenzoate). The yield is 24.0%. Reaction SMILES: CS(O)(=O)=O.[NH2:6][N:7]=[CH:8][NH:9][C:10]1[CH:36]=[CH:35][C:13]([C:14]([O:16][C:17]2[CH:26]=[CH:25][C:24]3[C:19](=[CH:20][CH:21]=[C:22]([C:27](=[NH:29])[NH2:28])[CH:23]=3)[C:18]=2[CH2:30][C:31]([O:33]C)=[O:32])=[O:15])=[CH:12][CH:11]=1>>[NH2:6][N:7]=[CH:8][NH:9][C:10]1[CH:11]=[CH:12][C:13]([C:14]([O:16][C:17]2[CH:26]=[CH:25][C:24]3[C:19](=[CH:20][CH:21]=[C:22]([C:27](=[NH:28])[NH2:29])[CH:23]=3)[C:18]=2[CH2:30][C:31]([OH:33])=[O:32])=[O:15])=[CH:35][CH:36]=1. Reported procedure: 30 Milliliters of 20% aqueous methanesulfonic acid solution was added to 2.5 g of 6-amidino-1-methoxycarbonylmethyl-2-naphthyl 4-aminoiminomethylaminobenzoate.dimethanesulfonate, followed by stirring for 3 hours at 60° C. Then, 700 mg of active carbon was added to the reaction mixture, followed by stirring for 30 minutes at room temperature. Insoluble matter was filtered off and the filtrate was concentrated under reduced pressure. To the residue was added 30 ml of water to dissolve the residue.... Reactants: N=1OCC2C1COCC2 ((±)-3,3a,4,5-tetrahydro-7H-pyrano[3,4-c]isoxazole), [Cl-].[NH4+] (ammonium chloride), C(CCC)[Li] (n-Butyllithium), BrC=1SC=C(C1)Br (2,4-dibromothiophene). Procedure: n-Butyllithium (2.63 M, 2.99 ml) was added dropwise to a solution of 2,4-dibromothiophene (2.00 g) in toluene-THF (10:1) (22 ml) at −78° C. After stirring at the same temperature for one hour, a solution of (±)-3,3a,4,5-tetrahydro-7H-pyrano[3,4-c]isoxazole obtained in Preparation Example 1-(2) (500 mg) in toluene-THF (10:1) (10 ml) and a boron trifluoride-diethyl ether complex (990 μl) were added dropwise at the same time. After stirring at the same temperature for two hours, an ammonium chlorid... Run at time 1 hour. Run in C1(=CC=CC=C1)C.C1CCOC1 (toluene THF), C1(=CC=CC=C1)C.C1CCOC1 (toluene THF). As a reaction SMILES: C([Li])CCC.Br[C:7]1[S:8][CH:9]=[C:10]([Br:12])[CH:11]=1.[N:13]1[O:14][CH2:15][CH:16]2[CH2:21][CH2:20][O:19][CH2:18][C:17]=12.[Cl-].[NH4+]>C1(C)C=CC=CC=1.C1COCC1>[Br:12][C:10]1[CH:11]=[C:7]([C@@:17]23[CH2:18][O:19][CH2:20][CH2:21][C@H:16]2[CH2:15][O:14][NH:13]3)[S:8][CH:9]=1 |f:3.4,5.6|. Product: BrC=1C=C(SC1)[C@]12NOC[C@@H]1CCOC2 ((±)-(3aR*,7aS*)-7a-(4-bromothiophen-2-yl)-hexahydropyrano[3,4-c]isoxazole).